Dataset: the Open Reaction Database (ORD), a public repository of structured organic reaction records. Task: describe an organic reaction: reactants, conditions, products, and yield Starting materials: N1C=NC=C1 (imidazole), [H-].[Na+] (sodium hydride), C(CCCCC)N1C(C(=C(C2=CC(=CC=C12)C)OC)CBr)=O (1Hexyl-3-Bromomethyl-4-Methoxy-6-Methyl-2(1H)-Quinolinone). The solvent is CN(C=O)C (dimethylformamide), CN(C=O)C (dimethylformamide), C(C)(=O)OCC (ethyl acetate). Run at time 2 hour. The product is C(CCCCC)N1C(C(=C(C2=CC(=CC=C12)C)OC)CN1C=NC=C1)=O (1 -hexyl-3-(1H-imidazol- 1 -ylmethyl)-4-methoxy-6-methyl-2(1H)-quinolinone). Reaction SMILES: [NH:1]1[CH:5]=[CH:4][N:3]=[CH:2]1.[H-].[Na+].[CH2:8]([N:14]1[C:23]2[C:18](=[CH:19][C:20]([CH3:24])=[CH:21][CH:22]=2)[C:17]([O:25][CH3:26])=[C:16]([CH2:27]Br)[C:15]1=[O:29])[CH2:9][CH2:10][CH2:11][CH2:12][CH3:13]>CN(C)C=O.C(OCC)(=O)C>[CH2:8]([N:14]1[C:23]2[C:18](=[CH:19][C:20]([CH3:24])=[CH:21][CH:22]=2)[C:17]([O:25][CH3:26])=[C:16]([CH2:27][N:1]2[CH:5]=[CH:4][N:3]=[CH:2]2)[C:15]1=[O:29])[CH2:9][CH2:10][CH2:11][CH2:12][CH3:13] |f:1.2|. Procedure: A solution of imidazole (0.07 g) in dimethylformamide (1.5 ml) was stirred with 60% sodium hydride (0.04 g) at ice-bath temperature under nitrogen until the reaction was complete. The reaction mixture was then treated with a solution of 1-hexyl-3-bromomethyl-4-methoxy-6-methyl-2(1H)-quinolinone (Example 14, 0.27 g) in dimethylformamide (3 ml) and stirred at room temperature for 2 hours. The solution was then diluted with ethyl acetate and washed several times with water. The organic layer was th...